Task: describe an organic reaction: reactants, conditions, products, and yield. Dataset: the Open Reaction Database (ORD), a public repository of structured organic reaction records The reactants are ClC1=C(C#N)C=CC(=C1C)N[C@H]([C@H](C)O)C=1OC(=NN1)C1=CC(=C(C=C1)O)Cl (2-chloro-4-((1R,2S)-1-(5-(3-chloro-4-hydroxyphenyl)-1,3,4-oxadiazol-2-yl)-2-hydroxypropylamino)-3-methylbenzonitrile), CCCC(=O)Cl (n-butyryl chloride). Run in N1=CC=CC=C1 (pyridine), C(Cl)Cl (CH2Cl2). Reaction conditions: time 23 hour. Product: C(CCC)(=O)OC1=C(C=C(C=C1)C=1OC(=NN1)[C@@H]([C@H](C)OC(CCC)=O)NC1=C(C(=C(C=C1)C#N)Cl)C)Cl (4-(5-((1R,2S)-2-(Butyryloxy)-1-(3-chloro-4-cyano-2-methylphenylamino)propyl)-1,3,4-oxa-diazol-2-yl)-2-chlorophenyl butyrate), solid. Isolated yield 90.0%. As a reaction SMILES: [Cl:1][C:2]1[C:9]([CH3:10])=[C:8]([NH:11][C@@H:12]([C:16]2[O:17][C:18]([C:21]3[CH:26]=[CH:25][C:24]([OH:27])=[C:23]([Cl:28])[CH:22]=3)=[N:19][N:20]=2)[C@@H:13]([OH:15])[CH3:14])[CH:7]=[CH:6][C:3]=1[C:4]#[N:5].[CH3:29][CH2:30][CH2:31][C:32](Cl)=[O:33]>N1C=CC=CC=1.C(Cl)Cl>[C:32]([O:27][C:24]1[CH:25]=[CH:26][C:21]([C:18]2[O:17][C:16]([C@H:12]([NH:11][C:8]3[CH:7]=[CH:6][C:3]([C:4]#[N:5])=[C:2]([Cl:1])[C:9]=3[CH3:10])[C@@H:13]([O:15][C:16](=[O:17])[CH2:12][CH2:13][CH3:14])[CH3:14])=[N:20][N:19]=2)=[CH:22][C:23]=1[Cl:28])(=[O:33])[CH2:31][CH2:30][CH3:29]. Procedure details: To a solution of 2-chloro-4-((1R,2S)-1-(5-(3-chloro-4-hydroxyphenyl)-1,3,4-oxadiazol-2-yl)-2-hydroxypropylamino)-3-methylbenzonitrile (example 37) (96.5 mg, 0.23 mmol) in pyridine (0.6 mL) and CH2Cl2 (4 mL) was added n-butyryl chloride (0.12 mL, 1.15 mmol). Upon complete addition the reaction mixture was stirred for 23 h, then quenched with 10% aqueous HCl (10 mL). The mixture was partitioned between H2O (25 mL) and CH2Cl2 (30 mL). The aqueous layer was extracted with CH2Cl2 (20 mL). The combine... Starting materials: CC(C)(C)OC(=O)NC1CC(C(=O)O)C1, Cl, CN(C(=O)N(C)C1CNCC1c1ccc(F)cc1)c1cc(C(F)(F)F)cc(C(F)(F)F)c1. Yields the product CN(C(=O)N(C)C1CN(C(=O)C2CC(NC(=O)OC(C)(C)C)C2)CC1c1ccc(F)cc1)c1cc(C(F)(F)F)cc(C(F)(F)F)c1. RXN SMILES: [C:34]([CH3:35])([CH3:36])([CH3:37])[O:38][C:39](=[O:40])[NH:41][CH:42]1[CH2:43][CH:44]([C:46](=[O:47])[OH:48])[CH2:45]1.[ClH:1].[F:2][C:3]([c:4]1[cH:5][c:6]([N:14]([C:15](=[O:16])[N:17]([CH3:18])[CH:19]2[CH2:20][NH:21][CH2:22][CH:23]2[c:24]2[cH:25][cH:26][c:27]([F:30])[cH:28][cH:29]2)[CH3:31])[cH:7][c:8]([C:10]([F:11])([F:12])[F:13])[cH:9]1)([F:32])[F:33]>>[F:2][C:3]([c:4]1[cH:5][c:6]([N:14]([C:15](=[O:16])[N:17]([CH3:18])[CH:19]2[CH2:20][N:21]([C:46]([CH:44]3[CH2:43][CH:42]([NH:41][C:39]([O:38][C:34]([CH3:35])([CH3:36])[CH3:37])=[O:40])[CH2:45]3)=[O:47])[CH2:22][CH:23]2[c:24]2[cH:25][cH:26][c:27]([F:30])[cH:28][cH:29]2)[CH3:31])[cH:7][c:8]([C:10]([F:11])([F:12])[F:13])[cH:9]1)([F:32])[F:33]. Yields the product FC(C1=NN(C=C1C(=O)O)C)(F)F (3-(Trifluoromethyl)-1-methyl-1H-pyrazole-4-carboxylic acid). Starting materials: FC(C1=NN(C=C1C(=O)OCC)C)(F)F (Ethyl 3-(trifluoromethyl)-1-methyl-1H-pyrazole-4-carboxylate), [OH-].[Na+] (sodium hydroxide). Isolated yield 93.4%. Reaction SMILES: [F:1][C:2]([F:15])([F:14])[C:3]1[C:7]([C:8]([O:10]CC)=[O:9])=[CH:6][N:5]([CH3:13])[N:4]=1.[OH-].[Na+]>CO>[F:15][C:2]([F:1])([F:14])[C:3]1[C:7]([C:8]([OH:10])=[O:9])=[CH:6][N:5]([CH3:13])[N:4]=1 |f:1.2|. Reaction conditions: time 8 hour. The solvent is CO (methanol). Procedure details: Ethyl 3-(trifluoromethyl)-1-methyl-1H-pyrazole-4-carboxylate (22.3 g) was added to a solution of sodium hydroxide (4.4 g) in methanol (200 mL). The contents were heated at reflux for 1 h, then cooled and stirred overnight. The contents were concentrated in vacuo and diluted with water. The aqueous solution was made acidic with 2N HCl and the precipitated white solid was filtered to give the desired acid (18.2 g). The reactants are CNC(C1=C(C=C(C(=C1)C#N)CN=[N+]=[N-])OCC)=O (N1-methyl-4-(azidomethyl)-5-cyano-2-ethoxybenzamide). Run in O1CCCC1 (tetrahydrofuran), N (ammonia), C(C)P(CC)CC (triethylphosphine). Reaction conditions: temperature 50 celsius, time 15 minute. Product: CNC(=O)C=1C=C2C(=NCC2=CC1OCC)N (N5-Methyl-3-amino-6-ethoxy-1H-5-isoindolecarboxamide). Yield: 43.6%. As a reaction SMILES: [CH3:1][NH:2][C:3](=[O:19])[C:4]1[CH:9]=[C:8]([C:10]#[N:11])[C:7]([CH2:12][N:13]=[N+]=[N-])=[CH:6][C:5]=1[O:16][CH2:17][CH3:18]>O1CCCC1.N.C(P(CC)CC)C>[CH3:1][NH:2][C:3]([C:4]1[CH:9]=[C:8]2[C:7](=[CH:6][C:5]=1[O:16][CH2:17][CH3:18])[CH2:12][N:13]=[C:10]2[NH2:11])=[O:19]. Reported procedure: After dissolving N1-methyl-4-(azidomethyl)-5-cyano-2-ethoxybenzamide (931 mg) in tetrahydrofuran (10 ml), 28% aqueous ammonia (2 ml) and triethylphosphine (0.4 ml) were added in that order. The mixture was stirred at 50° C. for 15 minutes. The precipitated crystals were filtered off, washed with tetrahydrofuran, water and ethyl acetate in that order and dried to yield the title compound (365 mg). Starting materials: C(C)(C)C=1C=C(C=C(C1)C(C)C)Br (3,5-Diisopropylbromobenzene), [Mg] (magnesium), C(C)(C)C=1C=C(C=C(C1)C(C)C)[Mg]Br (3,5-diisopropylphenylmagnesium bromide), ClP(C1=C(C=CC=C1)P(Cl)Cl)Cl (1,2-bis(dichlorophosphino)benzene). Run in C1CCOC1 (THF), C1CCOC1 (THF). Reaction conditions: time 8 hour. The product is C(C)(C)C=1C=C(C=C(C1)C(C)C)P(C1=C(C=CC=C1)P(C1=CC(=CC(=C1)C(C)C)C(C)C)C1=CC(=CC(=C1)C(C)C)C(C)C)C1=CC(=CC(=C1)C(C)C)C(C)C (1,2-Bis(bis(3,5-diisopropylphenyl)phosphino)benzene). Yield: 74.0%. RXN SMILES: [CH:1]([C:4]1[CH:5]=[C:6](Br)[CH:7]=[C:8]([CH:10]([CH3:12])[CH3:11])[CH:9]=1)([CH3:3])[CH3:2].[Mg].[CH:15]([C:18]1[CH:19]=[C:20]([Mg]Br)[CH:21]=[C:22]([CH:24]([CH3:26])[CH3:25])[CH:23]=1)([CH3:17])[CH3:16].Cl[P:30](Cl)[C:31]1[CH:36]=[CH:35][CH:34]=[CH:33][C:32]=1[P:37](Cl)Cl>C1COCC1>[CH:1]([C:4]1[CH:5]=[C:6]([P:30]([C:6]2[CH:5]=[C:4]([CH:1]([CH3:2])[CH3:3])[CH:9]=[C:8]([CH:10]([CH3:12])[CH3:11])[CH:7]=2)[C:31]2[CH:36]=[CH:35][CH:34]=[CH:33][C:32]=2[P:37]([C:6]2[CH:7]=[C:8]([CH:10]([CH3:12])[CH3:11])[CH:9]=[C:4]([CH:1]([CH3:3])[CH3:2])[CH:5]=2)[C:20]2[CH:19]=[C:18]([CH:15]([CH3:17])[CH3:16])[CH:23]=[C:22]([CH:24]([CH3:26])[CH3:25])[CH:21]=2)[CH:7]=[C:8]([CH:10]([CH3:12])[CH3:11])[CH:9]=1)([CH3:3])[CH3:2]. Procedure details: 3,5-Diisopropylbromobenzene (3.04 g, 12.60 mmol) was added dropwise to magnesium (0.48 g, 19.75 mmol) and THF (7 mL) in an argon atmosphere. After the dropwise addition, the mixture was heated under reflux for 1 hour. The reaction mixture was cooled to ambient temperature and filtered, and the thus-obtained THF solution of 3,5-diisopropylphenylmagnesium bromide, and 1,2-bis(dichlorophosphino)benzene (0.45 g, 1.61 mmol) were reacted as in Production Example 1. The reaction was allowed to proceed ... Reactants: CC(COS(C)(=O)=O)N1c2ccccc2Sc2ccc(C#N)cc21, Cc1ccccc1, C1=CCNC1. The product is CC(CN1CC=CC1)N1c2ccccc2Sc2ccc(C#N)cc21. RXN SMILES: [CH3:1][S:2]([O:3][CH2:6][CH:7]([CH3:8])[N:9]1[c:10]2[cH:11][cH:12][cH:13][cH:14][c:15]2[S:16][c:17]2[cH:18][cH:19][c:20]([C:23]#[N:24])[cH:21][c:22]21)(=[O:4])=[O:5].[CH3:30][c:31]1[cH:32][cH:33][cH:34][cH:35][cH:36]1.[NH:25]1[CH2:26][CH:27]=[CH:28][CH2:29]1>>[CH2:6]([CH:7]([CH3:8])[N:9]1[c:10]2[cH:11][cH:12][cH:13][cH:14][c:15]2[S:16][c:17]2[cH:18][cH:19][c:20]([C:23]#[N:24])[cH:21][c:22]21)[N:25]1[CH2:26][CH:27]=[CH:28][CH2:29]1.